This data is from the Open Reaction Database (ORD), a public repository of structured organic reaction records. The task is: describe an organic reaction: reactants, conditions, products, and yield Procedure: Prepared in analogy to Example A62(c) from 3-(2-benzyl-2,3-dihydro-1H-isoindol-5-yl)-2-methyl-tetrahydro-furan-3-ol and hydrogen. Yellow oil. MS (m/e): 220.3 ([M+H]+, 100%). RXN SMILES: C([N:8]1[CH2:16][C:15]2[C:10](=[CH:11][CH:12]=[C:13]([C:17]3([OH:23])[CH2:21][CH2:20][O:19][CH:18]3[CH3:22])[CH:14]=2)[CH2:9]1)C1C=CC=CC=1.[H][H]>>[CH2:9]1[C:10]2[C:15](=[CH:14][C:13]([C:17]3([OH:23])[CH2:21][CH2:20][O:19][CH:18]3[CH3:22])=[CH:12][CH:11]=2)[CH2:16][NH:8]1. Starting materials: C(C1=CC=CC=C1)N1CC2=CC=C(C=C2C1)C1(C(OCC1)C)O (3-(2-benzyl-2,3-dihydro-1H-isoindol-5-yl)-2-methyl-tetrahydro-furan-3-ol), [H][H] (hydrogen). Yields the product C1NCC2=CC(=CC=C12)C1(C(OCC1)C)O (3-(2,3-Dihydro-1H-isoindol-5-yl)-2-methyl-tetrahydro-furan-3-ol).